Dataset: the Open Reaction Database (ORD), a public repository of structured organic reaction records. Task: describe an organic reaction: reactants, conditions, products, and yield Reactants: NC=1N=C(C2=C(N1)N(C=C2)[C@H]2[C@@H](OCC1=CC=CC=C1)[C@H](OCC1=CC=CC=C1)[C@H](O2)COCC2=CC=CC=C2)OCC=C (2-amino-4-allyloxy-7-(2,3,5-tri-O-benzyl-β-D-arabinofuranosyl)-7H-pyrrolo[2,3-d]pyrimidine), COC(C)O (methoxy ethanol), [H][H] (hydrogen). The reagents and catalysts are [Pd] (palladium on charcoal). Run in C(C)(=O)O (acetic acid). The product is NC=1NC(C2=C(N1)N(C=C2)[C@H]2[C@@H](O)[C@H](O)[C@H](O2)CO)=O (2-amino-7-β-D-arabinofuranosyl-3,7-dihydro-4H-pyrrolo[2,3-d]pyrimidin-4-one). RXN SMILES: [NH2:1][C:2]1[N:3]=[C:4]([O:41]CC=C)[C:5]2[CH:10]=[CH:9][N:8]([C@@H:11]3[O:31][C@H:30]([CH2:32][O:33]CC4C=CC=CC=4)[C@@H:21]([O:22]CC4C=CC=CC=4)[C@@H:12]3[O:13]CC3C=CC=CC=3)[C:6]=2[N:7]=1.COC(O)C.[H][H]>[Pd].C(O)(=O)C>[NH2:1][C:2]1[NH:3][C:4](=[O:41])[C:5]2[CH:10]=[CH:9][N:8]([C@@H:11]3[O:31][C@H:30]([CH2:32][OH:33])[C@@H:21]([OH:22])[C@@H:12]3[OH:13])[C:6]=2[N:7]=1. Reported procedure: A mixture of 8.0 g of 2-amino-4-allyloxy-7-(2,3,5-tri-O-benzyl-β-D-arabinofuranosyl)-7H-pyrrolo[2,3-d]pyrimidine, 1.5 g of 20% palladium on charcoal, 6.7 ml of acetic acid, and 150 ml of methoxy ethanol is hydrogenated at 50° C. and approximately 3 atmospheres until the uptake of hydrogen ceases. The mixture is filtered, evaporated in vacuo, dissolved in water, and treated with 60 ml of wet IR-45 ion exchange resin. The filtrate is concentrated to dryness in vacuo and the residue is recrystalliz... The reactants are [Ba+2], CCC(O)(C#CCOCC1=CCC2C3=CC=C4CC(O)CC(O)C4(C)C3CCC12C)CC, CO, [Pd+2], O=S(=O)([O-])[O-], O=S(=O)([O-])[O-], c1ccc2ncccc2c1. Product: CCC(O)(CC)CC=COCC1=CCC2C3=CC=C4CC(O)CC(O)C4(C)C3CCC12C. As a reaction SMILES: [Ba+2:48].[CH2:1]([CH3:2])[C:3]([C:4]#[C:5][CH2:6][O:7][CH2:8][C:9]1=[CH:14][CH2:13][CH:12]2[C:10]1([CH3:11])[CH2:27][CH2:26][CH:25]1[C:15]2=[CH:16][CH:17]=[C:18]2[CH2:19][CH:20]([OH:29])[CH2:21][CH:22]([OH:28])[C:23]21[CH3:24])([CH2:30][CH3:31])[OH:32].[CH3:55][OH:56].[Pd+2:49].[S:43]([O-:44])([O-:45])(=[O:46])=[O:47].[S:50]([O-:51])([O-:52])(=[O:53])=[O:54].[cH:33]1[cH:34][c:35]2[c:36]([n:37][cH:38][cH:39][cH:40]2)[cH:41][cH:42]1>>[CH2:1]([CH3:2])[C:3]([CH2:4][CH:5]=[CH:6][O:7][CH2:8][C:9]1=[CH:14][CH2:13][CH:12]2[C:10]1([CH3:11])[CH2:27][CH2:26][CH:25]1[C:15]2=[CH:16][CH:17]=[C:18]2[CH2:19][CH:20]([OH:29])[CH2:21][CH:22]([OH:28])[C:23]21[CH3:24])([CH2:30][CH3:31])[OH:32]. The reactants are ClC1=CC=C(C=C1)C(CCCCN1CCC(CC1)C=1C=C(C=CC1)NC(C(C)C)=O)=O (N-(3-{1-[5-(4-chlorophenyl)-5-oxopentyl]-4-piperidinyl}phenyl)-2-methylpropanamide), Cl.C1(=CC=CC=C1)N(N)C1=CC=CC=C1 (1,1-diphenylhydrazine hydrochloride). Product: ClC1=CC=C(C=C1)C=1N(C2=CC=CC=C2C1CCCN1CCC(CC1)C=1C=C(C=CC1)NC(C(C)C)=O)C1=CC=CC=C1 (N-[3-(1-{3-[2-(4-CHLOROPHENYL)-1-PHENYL-1H-INDOL-3-YL]PROPYL}-4-PIPERIDINYL)PHENYL]-2-METHYLPROPANAMIDE). Reaction SMILES: [Cl:1][C:2]1[CH:7]=[CH:6][C:5]([C:8](=O)[CH2:9][CH2:10][CH2:11][CH2:12][N:13]2[CH2:18][CH2:17][CH:16]([C:19]3[CH:20]=[C:21]([NH:25][C:26](=[O:30])[CH:27]([CH3:29])[CH3:28])[CH:22]=[CH:23][CH:24]=3)[CH2:15][CH2:14]2)=[CH:4][CH:3]=1.Cl.[C:33]1([N:39]([C:41]2[CH:46]=[CH:45][CH:44]=[CH:43][CH:42]=2)N)[CH:38]=[CH:37][CH:36]=[CH:35][CH:34]=1>>[Cl:1][C:2]1[CH:7]=[CH:6][C:5]([C:8]2[N:39]([C:41]3[CH:46]=[CH:45][CH:44]=[CH:43][CH:42]=3)[C:33]3[C:34]([C:9]=2[CH2:10][CH2:11][CH2:12][N:13]2[CH2:18][CH2:17][CH:16]([C:19]4[CH:20]=[C:21]([NH:25][C:26](=[O:30])[CH:27]([CH3:29])[CH3:28])[CH:22]=[CH:23][CH:24]=4)[CH2:15][CH2:14]2)=[CH:35][CH:36]=[CH:37][CH:38]=3)=[CH:4][CH:3]=1 |f:1.2|. Procedure details: Prepared by Procedure E and Scheme M using N-(3-{1-[5-(4-chlorophenyl)-5-oxopentyl]-4-piperidinyl}phenyl)-2-methylpropanamide and 1,1-diphenylhydrazine hydrochloride: ESMS m/e: 590.2 (M+H)+. Run in ClCCl.CO (dichloromethane methanol). Starting materials: N=1N=CN(C1)CCOC1=CC=C(C=C1)N (4-(2-[1.2.4]triazol-4-ylethoxy)phenylamine), ClC1=C(C=CC(=C1)C(F)(F)F)C#CC(=O)O ((2-chloro-4-trifluoromethylphenyl)propynoic acid). As a reaction SMILES: [N:1]1[N:2]=[CH:3][N:4]([CH2:6][CH2:7][O:8][C:9]2[CH:14]=[CH:13][C:12]([NH2:15])=[CH:11][CH:10]=2)[CH:5]=1.[Cl:16][C:17]1[CH:22]=[C:21]([C:23]([F:26])([F:25])[F:24])[CH:20]=[CH:19][C:18]=1[C:27]#[C:28][C:29](O)=[O:30]>ClCCl.CO>[N:1]1[N:2]=[CH:3][N:4]([CH2:6][CH2:7][O:8][C:9]2[CH:14]=[CH:13][C:12]([NH:15][C:29](=[O:30])[C:28]#[C:27][C:18]3[CH:19]=[CH:20][C:21]([C:23]([F:25])([F:24])[F:26])=[CH:22][C:17]=3[Cl:16])=[CH:11][CH:10]=2)[CH:5]=1 |f:2.3|. Reported procedure: Prepared analogously to Example 2.3.f. from 4-(2-[1.2.4]triazol-4-ylethoxy)phenylamine and (2-chloro-4-trifluoromethylphenyl)propynoic acid. Yield: 51 mg (39.4% of theory); melting point: 223° C.-227° C.; C20H14ClF3N4O2 (M=434.80); calc.: molecular ion peak (M+H)+: 435/437; found: molecular ion peak (M+H)+: 435/437; Rf value: 0.31 (silica gel, dichloromethane/methanol (9:1)). The product is N=1N=CN(C1)CCOC1=CC=C(C=C1)NC(C#CC1=C(C=C(C=C1)C(F)(F)F)Cl)=O (3-(2-chloro-4-trifluoromethylphenyl)propynoic acid-[4-(2-[1.2.4]triazol-4-ylethoxy)phenyl]amide).